This data is from the Open Reaction Database (ORD), a public repository of structured organic reaction records. The task is: describe an organic reaction: reactants, conditions, products, and yield The reactants are BrC=1C=C2C(=NC=NC2=CC1OCC=1C=C(C=CC1)S(=O)(=NC(=O)OCC)C)NC[C@@H](C)O ((RS)-S-(3-{[(6-bromo-4-{[(R)-2-hydroxypropyl]amino}quinazolin-7-yl)oxy]methyl}phenyl)-N-(ethoxycarbonyl)-S-methylsulphoximide), [O-]CC.[Na+] (sodium ethoxide), C([O-])(O)=O.[Na+] (sodium bicarbonate). Solvent: C(C)O (ethanol). Reaction conditions: temperature 60 celsius, time 6 hour. Yields the product BrC=1C=C2C(=NC=NC2=CC1OCC=1C=C(C=CC1)S(=O)(=N)C)NC[C@@H](C)O ((RS)-S-(3-{[(6-Bromo-4-{[(R)-2-hydroxypropyl]amino}quinazolin-7-yl)oxy]-methyl}phenyl)-S-methylsulphoximide). The yield is 88.0%. RXN SMILES: [Br:1][C:2]1[CH:3]=[C:4]2[C:9](=[CH:10][C:11]=1[O:12][CH2:13][C:14]1[CH:15]=[C:16]([S:20]([CH3:28])(=[N:22]C(OCC)=O)=[O:21])[CH:17]=[CH:18][CH:19]=1)[N:8]=[CH:7][N:6]=[C:5]2[NH:29][CH2:30][C@H:31]([OH:33])[CH3:32].[O-]CC.[Na+].C(=O)(O)[O-].[Na+]>C(O)C>[Br:1][C:2]1[CH:3]=[C:4]2[C:9](=[CH:10][C:11]=1[O:12][CH2:13][C:14]1[CH:15]=[C:16]([S:20]([CH3:28])(=[NH:22])=[O:21])[CH:17]=[CH:18][CH:19]=1)[N:8]=[CH:7][N:6]=[C:5]2[NH:29][CH2:30][C@H:31]([OH:33])[CH3:32] |f:1.2,3.4|. Procedure: According to GWP 6, (RS)-S-(3-{[(6-bromo-4-{[(R)-2-hydroxypropyl]amino}quinazolin-7-yl)oxy]methyl}phenyl)-N-(ethoxycarbonyl)-S-methylsulphoximide (38 mg, 0.071 mmol) is dissolved in ethanol (5 mL), admixed with sodium ethoxide (17 mg, 0.25 mmol) and stirred at 60° C. for 6 hours. The reaction solution is admixed with saturated sodium bicarbonate solution and extracted with ethyl acetate. Drying of the organic phase over sodium sulphate and removal of the solvent and also chromatographic purifica... The reactants are C(Cl)Cl (CH2Cl2), Cl (HCl), N[C@H]1CN(CC1)C1=CC=C(C=N1)N1C(C2=C(C=C1)C=C(S2)C2=CC=C(C=C2)Cl)=O (6-[6-((R)-3-amino-pyrrolidin-1-yl)-pyridin-3-yl]-2-(4-chloro-phenyl)-6H-thieno[2,3-c]pyridin-7-one). Run in CCO (EtOH), CO (MeOH). The product is Cl.N[C@H]1CN(CC1)C1=CC=C(C=N1)N1C(C2=C(C=C1)C=C(S2)C2=CC=C(C=C2)Cl)=O (6-[6-((R)-3-Amino-pyrrolidin-1-yl)-pyridin-3-yl]-2-(4-chloro-phenyl)-6H-thieno[2,3-c]pyridin-7-one, hydrochloride). The yield is 93.0%. RXN SMILES: [NH2:1][C@@H:2]1[CH2:6][CH2:5][N:4]([C:7]2[N:12]=[CH:11][C:10]([N:13]3[CH:18]=[CH:17][C:16]4[CH:19]=[C:20]([C:22]5[CH:27]=[CH:26][C:25]([Cl:28])=[CH:24][CH:23]=5)[S:21][C:15]=4[C:14]3=[O:29])=[CH:9][CH:8]=2)[CH2:3]1.C(Cl)Cl.Cl>CO.CCO>[ClH:28].[NH2:1][C@@H:2]1[CH2:6][CH2:5][N:4]([C:7]2[N:12]=[CH:11][C:10]([N:13]3[CH:18]=[CH:17][C:16]4[CH:19]=[C:20]([C:22]5[CH:27]=[CH:26][C:25]([Cl:28])=[CH:24][CH:23]=5)[S:21][C:15]=4[C:14]3=[O:29])=[CH:9][CH:8]=2)[CH2:3]1 |f:5.6|. Reported procedure: Prepare the HCl salt by dissolving the free base in MeOH and CH2Cl2 then adding 1N HCl in EtOH and evaporating. Suspend the salt in Et2O and filter to give 0.386 g (93%) of the title compound. MS/ES m/z (35Cl) 423.0 [M+H]+. Reactants: C1(=CC=CC=C1)S(=O)(=O)N1C(=CC2=CC(=CC=C12)Cl)C (1-Benzenesulfonyl-5-chloro-2-methylindole), CC(=O)OC(=O)C.[Al+3].[Cl-].[Cl-].[Cl-] (Ac2O AlCl3), example 2 ( 3 ). Yields the product C(C)(=O)C1=C(N(C2=CC=C(C=C12)Cl)S(=O)(=O)C1=CC=CC=C1)C (3-acetyl-1-benzenesulfonyl-5-chloro-2-methylindole). Isolated yield 86.0%. Reaction SMILES: [C:1]1([S:7]([N:10]2[C:18]3[C:13](=[CH:14][C:15]([Cl:19])=[CH:16][CH:17]=3)[CH:12]=[C:11]2[CH3:20])(=[O:9])=[O:8])[CH:6]=[CH:5][CH:4]=[CH:3][CH:2]=1.[CH3:21][C:22](OC(C)=O)=[O:23].[Al+3].[Cl-].[Cl-].[Cl-]>>[C:22]([C:12]1[C:13]2[C:18](=[CH:17][CH:16]=[C:15]([Cl:19])[CH:14]=2)[N:10]([S:7]([C:1]2[CH:2]=[CH:3][CH:4]=[CH:5][CH:6]=2)(=[O:9])=[O:8])[C:11]=1[CH3:20])(=[O:23])[CH3:21] |f:1.2.3.4.5|. Reported procedure: 1-Benzenesulfonyl-5-chloro-2-methylindole prepared in accordance with the literature (J. Org. Chem., 47, 757 (1982) was reacted with Ac2O/AlCl3 in a similar manner described in Reference example 2 (3) to give 3-acetyl-1-benzenesulfonyl-5-chloro-2-methylindole. Yield: 86%. Reactants: N1C(=NC2=C1C=CC=C2)NC(=O)C=2N=CNC2C(=O)NC2=C(C=C(C=C2)OC2CN(C2)C(=O)OC(C)(C)C)C (1,1-dimethylethyl 3-({4-[({4-[(1H-benzimidazol-2-ylamino)carbonyl]-1H-imidazol-5-yl}carbonyl)amino]-3-methylphenyl}oxy)azetidine-1-carboxylate), hydrochloride salt, Cl (HCl). Run in O1CCOCC1 (dioxane), C(C)(=O)OCC (ethyl acetate). Conditions: time 8 hour. The product is N1CC(C1)OC1=CC(=C(C=C1)NC(=O)C1=C(N=CN1)C(=O)NC1=NC2=C(N1)C=CC=C2)C (N5-[4-(azetidin-3-yloxy)-2-methylphenyl]-N4-1H-benzimidazol-2-yl-1H-imidazole-4,5-dicarboxamide). Yield: 75.9%. Reaction SMILES: [NH:1]1[C:5]2[CH:6]=[CH:7][CH:8]=[CH:9][C:4]=2[N:3]=[C:2]1[NH:10][C:11]([C:13]1[N:14]=[CH:15][NH:16][C:17]=1[C:18]([NH:20][C:21]1[CH:26]=[CH:25][C:24]([O:27][CH:28]2[CH2:31][N:30](C(OC(C)(C)C)=O)[CH2:29]2)=[CH:23][C:22]=1[CH3:39])=[O:19])=[O:12].Cl>C(OCC)(=O)C.O1CCOCC1>[NH:30]1[CH2:31][CH:28]([O:27][C:24]2[CH:25]=[CH:26][C:21]([NH:20][C:18]([C:17]3[NH:16][CH:15]=[N:14][C:13]=3[C:11]([NH:10][C:2]3[NH:1][C:5]4[CH:6]=[CH:7][CH:8]=[CH:9][C:4]=4[N:3]=3)=[O:12])=[O:19])=[C:22]([CH3:39])[CH:23]=2)[CH2:29]1. Procedure: 1,1-dimethylethyl 3-({4-[({4-[(1H-benzimidazol-2-ylamino)carbonyl]-1H-imidazol-5-yl}carbonyl)amino]-3-methylphenyl}oxy)azetidine-1-carboxylate (155.0 mg, 0.29 mmol) was suspended in 5 mL of ethyl acetate, which was cooled with an ice-water bath. 3 mL of 4 N HCl in dioxane was added dropwise. The reaction mixture was stirred overnight. The suspension was filtered and the solid was washed with 5 mL of ethyl acetate, dried under vacuum to afford the desired product (102 mg, 0.22 mmol) as the hydroc... Starting materials: C(C)(=O)NC(C(=O)OCC)C(=O)OCC (Diethyl acetamidomalonate), BrCCCCCCC(=O)OCC (ethyl 7-bromoheptanoate), ice water, amide, Cl (hydrochloric acid). Solvent: [O-]CC (ethoxide). Run at time 1 hour. Product: NC(C(=O)OCC)CCCCCCC(=O)OCC (diethyl 2-aminononanedioate). The yield is 55.0%. Reaction SMILES: C([NH:4][CH:5]([C:11]([O:13][CH2:14][CH3:15])=[O:12])[C:6](OCC)=O)(=O)C.BrC[CH2:18][CH2:19][CH2:20][CH2:21][CH2:22][C:23]([O:25][CH2:26][CH3:27])=[O:24].Cl>[O-]CC>[NH2:4][CH:5]([CH2:6][CH2:18][CH2:19][CH2:20][CH2:21][CH2:22][C:23]([O:25][CH2:26][CH3:27])=[O:24])[C:11]([O:13][CH2:14][CH3:15])=[O:12]. Procedure details: Diethyl acetamidomalonate (16.7 g) and ethyl 7-bromoheptanoate (16.6 g) were dissolved in ethanolic ethoxide (prepared from sodium (1.51 g) and absolute ethanol (30 ml)) and the mixture was refluxed for 27 hours. The cooled solution was poured into ice-water, the product was extracted into ether, and the dried extract was evaporated to give crude diethyl acetamido-(6-ethoxycarbonylhexyl) malonate as a pale yellow oil, δ2.2(3H, singlet, --COCH3), 4.17(6H, multiplet, 3×--OCH2 --CH3). This amide wa... Reactants: C(C1=CC=CC=C1)OC(N[C@@H](CC1CCCCC1)C(NCCO)=O)=O ((S)-[2-Cyclohexyl-1-(2-hydroxy-ethylcarbamoyl)-ethyl]-carbamic acid benzyl ester). Reagents/catalysts: [Pd] (Pd/C). Solvent: CO (MeOH). Product: N[C@H](C(=O)NCCO)CC1CCCCC1 ((S)-2-Amino-3-cyclohexyl-N-(2-hydroxy-ethyl)-propionamide). The yield is 97.8%. As a reaction SMILES: C(OC(=O)[NH:10][C@H:11]([C:19](=[O:24])[NH:20][CH2:21][CH2:22][OH:23])[CH2:12][CH:13]1[CH2:18][CH2:17][CH2:16][CH2:15][CH2:14]1)C1C=CC=CC=1>CO.[Pd]>[NH2:10][C@@H:11]([CH2:12][CH:13]1[CH2:14][CH2:15][CH2:16][CH2:17][CH2:18]1)[C:19]([NH:20][CH2:21][CH2:22][OH:23])=[O:24]. Procedure details: (S)-2-Benzyloxycarbonylamino-3-cyclohexyl-propionic acid 1 (2.065 g, 6.77 mmol, 1.0 eq.) was dissolved in CH2Cl2 (50 mL). N-(3-Dimethylaminopropyl)-N′-ethyl-carbodiimide hydrochloride (EDC, 1.56 g, 8.11 mmol, 1.2 eq.) and 1-Hydroxybenzotriazole hydrate (HOBT, 1.10 g, 8.16 mmol, 1.2 eq.) were added to the reaction slurry. After 20 minutes, ethanolamine (1.6 mL, 26.58 mmol, 3.9 eq.) was added via syringe and the reaction was allowed to stir at room temperature and monitored by LC/MS. After the rea...